Dataset: the Open Reaction Database (ORD), a public repository of structured organic reaction records. Task: describe an organic reaction: reactants, conditions, products, and yield The reactants are COc1ccccc1B(O)O, COc1ccc2c(Cl)nc(Nc3cc[nH]n3)cc2c1. Product: COc1ccc2c(-c3ccccc3OC)nc(Nc3cc[nH]n3)cc2c1. RXN SMILES: [CH3:20][O:21][c:22]1[c:23]([B:28]([OH:29])[OH:30])[cH:24][cH:25][cH:26][cH:27]1.[Cl:1][c:2]1[n:3][c:4]([NH:14][c:15]2[n:16][nH:17][cH:18][cH:19]2)[cH:5][c:6]2[cH:7][c:8]([O:12][CH3:13])[cH:9][cH:10][c:11]12>>[c:2]1(-[c:23]2[c:22]([O:21][CH3:20])[cH:27][cH:26][cH:25][cH:24]2)[n:3][c:4]([NH:14][c:15]2[n:16][nH:17][cH:18][cH:19]2)[cH:5][c:6]2[cH:7][c:8]([O:12][CH3:13])[cH:9][cH:10][c:11]12. Starting materials: Br.C(C1=CC=CC=C1)NC[C@@H]1OC2=CC=CC=C2CC1 (N-benzyl[(2R)-3,4-dihydro-2H-chromen-2-yl]methanamine hydrobromide), BrBr (bromine). Solvent: C(C)(=O)O (acetic acid). Conditions: temperature 16 celsius, time 60 minute. The product is C(C1=CC=CC=C1)NC[C@@H]1OC2=CC=C(C=C2CC1)Br (N-benzyl-N-{[(2R)-6-bromo-3,4-dihydro-2H-chromen-2-yl]methyl}amine). The yield is 95.1%. As a reaction SMILES: [BrH:1].[CH2:2]([NH:9][CH2:10][C@H:11]1[CH2:20][CH2:19][C:18]2[C:13](=[CH:14][CH:15]=[CH:16][CH:17]=2)[O:12]1)[C:3]1[CH:8]=[CH:7][CH:6]=[CH:5][CH:4]=1.BrBr>C(O)(=O)C>[CH2:2]([NH:9][CH2:10][C@H:11]1[CH2:20][CH2:19][C:18]2[C:13](=[CH:14][CH:15]=[C:16]([Br:1])[CH:17]=2)[O:12]1)[C:3]1[CH:4]=[CH:5][CH:6]=[CH:7][CH:8]=1 |f:0.1|. Procedure details: In a 500-mL round bottom flask, N-benzyl[(2R)-3,4-dihydro-2H-chromen-2-yl]methanamine hydrobromide (33.4 g, 0.1 mole, 1.0 eq.) was suspended in 240 mL of acetic acid. The suspension was cooled to 16° C., then bromine (16 g, 0.1 mole, 1.0 eq.) was added over 20 minutes, maintaining the reaction temperature between 15-16° C. After 60 minutes, an HPLC analysis indicated the reaction was complete. The reaction mixture was then stirred for 30 minutes at room temperature, and the product was collected... Starting materials: C(#N)C=1C(=C(SC1N1CCOCC1)C(=O)OCC)CC1=CC2=CC=CC=C2C=C1 (ethyl 4-cyano-5-morpholin-4-yl-3-(2-naphthylmethyl)thiophene-2-carboxylate), BrCN1C(C=2C(C1=O)=CC=CC2)=O (N-bromomethylphthalimide), C(C)(=O)O (acetic acid), CC(C)([O-])C.[K+] (potassium tert-butoxide). Run in CN(C=O)C (N,N-dimethylformamide), O (water), CN(C=O)C (N,N-dimethylformamide), CN(C=O)C (N,N-dimethylformamide). Conditions: temperature -50 celsius, time 10 minute. Product: C(#N)C=1C(=C(SC1N1CCOCC1)C(=O)OCC)C(CN1C(C2=CC=CC=C2C1=O)=O)C1=CC2=CC=CC=C2C=C1 (ethyl 4-cyano-3-[2-(1,3-dioxo-1,3-dihydro-2H-isoindol-2-yl)-1-(2-naphthyl)ethyl]-5-(morpholin-4-yl)thiophene-2-carboxylate). Yield: 45.3%. As a reaction SMILES: CC(C)([O-])C.[K+].[C:7]([C:9]1[C:10]([CH2:25][C:26]2[CH:35]=[CH:34][C:33]3[C:28](=[CH:29][CH:30]=[CH:31][CH:32]=3)[CH:27]=2)=[C:11]([C:20]([O:22][CH2:23][CH3:24])=[O:21])[S:12][C:13]=1[N:14]1[CH2:19][CH2:18][O:17][CH2:16][CH2:15]1)#[N:8].Br[CH2:37][N:38]1[C:42](=[O:43])[C:41]2=[CH:44][CH:45]=[CH:46][CH:47]=[C:40]2[C:39]1=[O:48].C(O)(=O)C>CN(C)C=O.O>[C:7]([C:9]1[C:10]([CH:25]([C:26]2[CH:35]=[CH:34][C:33]3[C:28](=[CH:29][CH:30]=[CH:31][CH:32]=3)[CH:27]=2)[CH2:37][N:38]2[C:42](=[O:43])[C:41]3[C:40](=[CH:47][CH:46]=[CH:45][CH:44]=3)[C:39]2=[O:48])=[C:11]([C:20]([O:22][CH2:23][CH3:24])=[O:21])[S:12][C:13]=1[N:14]1[CH2:19][CH2:18][O:17][CH2:16][CH2:15]1)#[N:8] |f:0.1|. Reported procedure: A dry 40 mL vial charged with a mixture of potassium tert-butoxide (0.110 g, 0.984 mmol) in anhydrous N,N-dimethylformamide (2.0 mL) was cooled to −50° C. with an acetonitrile-dry ice bath under nitrogen. To the vial was added a suspension of ethyl 4-cyano-5-morpholin-4-yl-3-(2-naphthylmethyl)thiophene-2-carboxylate (0.200 g, 0.492 mmol) in anhydrous N,N-dimethylformamide (2.0 mL) dropwise. After 10 min of stirring the resulting black solution, a solution of N-bromomethylphthalimide (0.142 g, 0.... RXN SMILES: S1C=CC=C1C([Cl:8])=O.[CH3:9][N:10]([CH2:12][CH2:13][N:14]1[C:18]2[CH:19]=[CH:20][CH:21]=[CH:22][C:17]=2[N:16]=[C:15]1[NH2:23])[CH3:11]>>[ClH:8].[CH3:11][N:10]([CH2:12][CH2:13][N:14]1[C:18]2[CH:19]=[CH:20][CH:21]=[CH:22][C:17]=2[N:16]=[C:15]1[NH2:23])[CH3:9] |f:2.3|. Product: Cl.CN(C)CCN1C(=NC2=C1C=CC=C2)N (1-(N,N-Dimethylaminoethyl)-2-aminobenzimidazole hydrochloride). Starting materials: S1C(=CC=C1)C(=O)Cl (thiophenecarbonyl chloride), CN(C)CCN1C(=NC2=C1C=CC=C2)N (1-(N,N-dimethylaminoethyl)-2-aminobenzimidazole). Procedure details: 1-(N,N-Dimethylaminoethyl)-2-aminobenzimidazole hydrochloride was prepared by the method of Example 1 using thiophenecarbonyl chloride and 1-(N,N-dimethylaminoethyl)-2-aminobenzimidazole. MS 314 (M +1). 1H NMR (DMSO): δ 2.95 (s, 311), 2.97 (s, 3H), 3.57 (m, 2H), 4.70 (m, 2H), 6.08-7.89 (m, 7H), 10.66 (broad s, NH).